Dataset: the Open Reaction Database (ORD), a public repository of structured organic reaction records. Task: describe an organic reaction: reactants, conditions, products, and yield The reactants are O1CC(CC1)S(=O)(=O)C1=CC=C(C=C1)C(=O)N1CCC2(CC1)C=1N(C3=C(O2)C=CC=C3)C(=CC1)C(F)(F)F ((4-(Tetrahydrofuran-3-ylsulfonyl)phenyl)(1-(trifluoromethyl)spiro[benzo[b]pyrrolo[1,2-d][1,4]oxazine-4,4′-piperidine]-1′-yl)methanone), C(=O)=O (CO2), Cellulose-2, CC(C)O (IPA). The solvent is CO (MeOH). Yields the product O1C[C@H](CC1)S(=O)(=O)C1=CC=C(C=C1)C(=O)N1CCC2(OC3=C(N4C2=CC=C4C(F)(F)F)C=CC=C3)CC1 ([4-[(3S)-tetrahydrofuran-3-yl]sulfonylphenyl]-[1′-(trifluoromethyl)spiro[piperidine-4,4′-pyrrolo[2,1-c][1,4]benzoxazine]-1-yl]methanone). As a reaction SMILES: [O:1]1[CH2:5][CH2:4][CH:3]([S:6]([C:9]2[CH:14]=[CH:13][C:12]([C:15]([N:17]3[CH2:22][CH2:21][C:20]4([O:27][C:26]5[CH:28]=[CH:29][CH:30]=[CH:31][C:25]=5[N:24]5[C:32]([C:35]([F:38])([F:37])[F:36])=[CH:33][CH:34]=[C:23]45)[CH2:19][CH2:18]3)=[O:16])=[CH:11][CH:10]=2)(=[O:8])=[O:7])[CH2:2]1.CC(O)C.C(=O)=O>CO>[O:1]1[CH2:5][CH2:4][C@H:3]([S:6]([C:9]2[CH:10]=[CH:11][C:12]([C:15]([N:17]3[CH2:18][CH2:19][C:20]4([C:23]5=[CH:34][CH:33]=[C:32]([C:35]([F:37])([F:36])[F:38])[N:24]5[C:25]5[CH:31]=[CH:30][CH:29]=[CH:28][C:26]=5[O:27]4)[CH2:21][CH2:22]3)=[O:16])=[CH:13][CH:14]=2)(=[O:8])=[O:7])[CH2:2]1. Procedure details: (4-(Tetrahydrofuran-3-ylsulfonyl)phenyl)(1-(trifluoromethyl)spiro[benzo[b]pyrrolo[1,2-d][1,4]oxazine-4,4′-piperidine]-1′-yl)methanone was subjected to chiral SFC (column: Phenomenex Lux Cellulose-2 (250×10 mm), 5 μm; mobile phase: 40% IPA w/0.2% DEA, 60% CO2; concentration: 30 mg/mL in MeOH; injection volume: 20 μA; pressure: 100 bar; detection wavelength: 254 nm) to give two peaks. For each enantiomer, the solvent was evaporated and the residue was dissolved in ethyl acetate. The solution was w... Starting materials: C([O-])([O-])=O.[K+].[K+] (Potassium carbonate), O (water), BrC1=C(C=CC=C1)O (2-bromophenol), C(C1=CC=CC=C1)Br (Benzyl bromide). The solvent is CN(C=O)C (dimethylformamide). Conditions: temperature 60 celsius. Yields the product BrC1=C(C=CC=C1)C(C1=CC=CC=C1)OC(C1=CC=CC=C1)C1=C(C=CC=C1)Br (2-Bromophenylbenzyl ether). Reaction SMILES: [C:1](=[O:4])([O-])[O-].[K+].[K+].[Br:7][C:8]1[CH:13]=[CH:12][CH:11]=[CH:10][C:9]=1O.[CH2:15](Br)[C:16]1[CH:21]=[CH:20][CH:19]=[CH:18][CH:17]=1.O>CN(C)C=O>[Br:7][C:8]1[CH:13]=[CH:12][CH:11]=[CH:10][C:9]=1[CH:15]([O:4][CH:1]([C:9]1[CH:10]=[CH:11][CH:12]=[CH:13][C:8]=1[Br:7])[C:8]1[CH:13]=[CH:12][CH:11]=[CH:10][CH:9]=1)[C:16]1[CH:21]=[CH:20][CH:19]=[CH:18][CH:17]=1 |f:0.1.2|. Procedure: Potassium carbonate (9.12 g) was suspended in dimethylformamide (25 ml) and 2-bromophenol (3.46 g) was added portionwise. Benzyl bromide (3.76 g) was added and the mixture heated to 60° C. for 4 h. After cooling the mixture was added to water (250 ml) and extracted three times with diethyl ether. The organic layer was separated and washed with 2M sodium hydroxide solution (100 ml) before drying over sodium sulphate. After filtration, evaporation yielded (5.13 g) as a colourless oil. Starting materials: [Br-], CC(=O)C1CCCCC1N(Cc1ccc(-c2ncco2)cc1F)S(=O)(=O)c1ccc(Cl)cc1, C[Mg+], C1CCOC1, C1CCOC1, Cc1ccccc1. Product: CC(C)(O)C1CCCCC1N(Cc1ccc(-c2ncco2)cc1F)S(=O)(=O)c1ccc(Cl)cc1. RXN SMILES: [Br-:34].[C:1]([CH3:2])(=[O:3])[CH:4]1[CH:5]([N:10]([S:11](=[O:12])(=[O:13])[c:14]2[cH:15][cH:16][c:17]([Cl:20])[cH:18][cH:19]2)[CH2:21][c:22]2[c:23]([F:33])[cH:24][c:25](-[c:28]3[o:29][cH:30][cH:31][n:32]3)[cH:26][cH:27]2)[CH2:6][CH2:7][CH2:8][CH2:9]1.[CH3:35][Mg+:36].[O:37]1[CH2:38][CH2:41][CH2:40][CH2:39]1.[O:49]1[CH2:50][CH2:51][CH2:52][CH2:53]1.[c:42]1([CH3:43])[cH:44][cH:45][cH:46][cH:47][cH:48]1>>[C:1]([CH3:2])([OH:3])([CH:4]1[CH:5]([N:10]([S:11](=[O:12])(=[O:13])[c:14]2[cH:15][cH:16][c:17]([Cl:20])[cH:18][cH:19]2)[CH2:21][c:22]2[c:23]([F:33])[cH:24][c:25](-[c:28]3[o:29][cH:30][cH:31][n:32]3)[cH:26][cH:27]2)[CH2:6][CH2:7][CH2:8][CH2:9]1)[CH3:38].